Dataset: the Open Reaction Database (ORD), a public repository of structured organic reaction records. Task: describe an organic reaction: reactants, conditions, products, and yield The reactants are CCC(=O)C(=Cc1cc(Cl)cc(Cl)c1)C(C)=O, CCC(=O)C(=Cc1cc(Cl)cc(Cl)c1)C(C)=O. Product: CCC(=O)C(Cc1cc(Cl)cc(Cl)c1)C(C)=O. RXN SMILES: [Cl:18][c:19]1[cH:20][c:21]([CH:26]=[C:27]([C:28](=[O:29])[CH2:30][CH3:31])[C:32](=[O:33])[CH3:34])[cH:22][c:23]([Cl:24])[cH:25]1.[Cl:1][c:2]1[cH:3][c:4]([CH:5]=[C:6]([C:7]([CH3:8])=[O:9])[C:10]([CH2:11][CH3:12])=[O:13])[cH:14][c:15]([Cl:17])[cH:16]1>>[Cl:1][c:2]1[cH:3][c:4]([CH2:5][CH:6]([C:7]([CH3:8])=[O:9])[C:10]([CH2:11][CH3:12])=[O:13])[cH:14][c:15]([Cl:17])[cH:16]1. The product is FC1=CC=C(C=C1)NC1=C(CCC1)C#N (2-(4'-Fluorophenyl) amino-cyclopentene-1-carbonitrile). Procedure: 4-Fluoro-aniline (Aldrich Chemicals) (2.3 g, 21 mmol), cyano-ketone (Example 11) (2.2 g, 20 mmol), calcium chloride (2.5 g, 23 mmol) and T.H.F. (30 ml) were heated under reflux for 21 hours. After being allowed to cool, the mixture was filtered and the solvent evaporated. Kugelrohr distillation (160° C., 0.4 mm Hg) gave the product as an off-white powder. RXN SMILES: [F:1][C:2]1[CH:8]=[CH:7][C:5]([NH2:6])=[CH:4][CH:3]=1.O=[C:10]1[CH2:14][CH2:13][CH2:12][CH:11]1[C:15]#[N:16].[Cl-].[Ca+2].[Cl-]>>[F:1][C:2]1[CH:8]=[CH:7][C:5]([NH:6][C:10]2[CH2:14][CH2:13][CH2:12][C:11]=2[C:15]#[N:16])=[CH:4][CH:3]=1 |f:2.3.4|. The reactants are FC1=CC=C(N)C=C1 (4-Fluoro-aniline), O=C1C(CCC1)C#N (2-Oxo-cyclopentane-carbonitrile), [Cl-].[Ca+2].[Cl-] (calcium chloride). Starting materials: CN(CC(=O)O)C(=N)N, Cl. Yields the product CN1CC(=O)NC1=N, Cl. RXN SMILES: [CH3:2][N:3]([CH2:4][C:5]([OH:6])=[O:7])[C:8]([NH2:9])=[NH:10].[ClH:1]>>[CH3:2][N:3]1[CH2:4][C:5](=[O:6])[NH:9][C:8]1=[NH:10].[ClH:1]. The product is CN1CCN(c2nccc(-c3ccc(C(=O)NCCc4ccc5[nH]cc(C#N)c5c4)cc3)n2)CC1. Reaction SMILES: [C:8](#[N:9])[c:10]1[cH:11][nH:12][c:13]2[cH:14][cH:15][c:16]([CH2:19][CH2:20][NH:21][C:22]([c:23]3[cH:24][cH:25][c:26](-[c:29]4[n:30][c:31]([Cl:35])[n:32][cH:33][cH:34]4)[cH:27][cH:28]3)=[O:36])[cH:17][c:18]12.[CH3:1][N:2]1[CH2:3][CH2:4][NH:5][CH2:6][CH2:7]1>>[CH3:1][N:2]1[CH2:3][CH2:4][N:5]([c:31]2[n:30][c:29](-[c:26]3[cH:25][cH:24][c:23]([C:22]([NH:21][CH2:20][CH2:19][c:16]4[cH:15][cH:14][c:13]5[nH:12][cH:11][c:10]([C:8]#[N:9])[c:18]5[cH:17]4)=[O:36])[cH:28][cH:27]3)[cH:34][cH:33][n:32]2)[CH2:6][CH2:7]1. Reactants: N#Cc1c[nH]c2ccc(CCNC(=O)c3ccc(-c4ccnc(Cl)n4)cc3)cc12, CN1CCNCC1. Reactants: Cc1cc(C)c(S(=O)(=O)O)c(C)c1C, CCCC(=O)C=[N+]=[N-]. The product is CCCC(=O)COS(=O)(=O)c1c(C)cc(C)c(C)c1C. Reaction SMILES: [CH3:9][c:10]1[c:11]([S:19](=[O:20])(=[O:21])[OH:22])[c:12]([CH3:18])[cH:13][c:14]([CH3:17])[c:15]1[CH3:16].[N+:1](=[N-:2])=[CH:3][C:4]([CH2:5][CH2:6][CH3:7])=[O:8]>>[CH2:3]([C:4]([CH2:5][CH2:6][CH3:7])=[O:8])[O:22][S:19]([c:11]1[c:10]([CH3:9])[c:15]([CH3:16])[c:14]([CH3:17])[cH:13][c:12]1[CH3:18])(=[O:20])=[O:21]. Starting materials: ClC1=CC=C(C=C1)C1(OC1)C1(CC1)N1N=C(N=C1)Cl (2-(4-chlorophenyl)-2-[1-(3-chloro-1,2,4-triazol-1-yl)-cyclopropyl]-oxirane), N1N=CN=C1 (1,2,4-triazole), potassium tert.-butylate. The solvent is CN(C=O)C (dimethylformamide), CN(C=O)C (dimethylformamide). Conditions: temperature 100 celsius. The product is ClC1=CC=C(C=C1)C(CN1N=CN=C1)(O)C1(CC1)N1N=C(N=C1)Cl (1-(4-chlorophenyl)-1-[1-(3-chloro-1,2,4-triazol-1-yl)-cyclopropyl]-2-(1,2,4-triazol-1-yl)-ethan-1-ol). Yield: 44.3%. RXN SMILES: [Cl:1][C:2]1[CH:7]=[CH:6][C:5]([C:8]2([C:11]3([N:14]4[CH:18]=[N:17][C:16]([Cl:19])=[N:15]4)[CH2:13][CH2:12]3)[CH2:10][O:9]2)=[CH:4][CH:3]=1.[NH:20]1[CH:24]=[N:23][CH:22]=[N:21]1>CN(C)C=O>[Cl:1][C:2]1[CH:7]=[CH:6][C:5]([C:8]([C:11]2([N:14]3[CH:18]=[N:17][C:16]([Cl:19])=[N:15]3)[CH2:13][CH2:12]2)([OH:9])[CH2:10][N:20]2[CH:24]=[N:23][CH:22]=[N:21]2)=[CH:4][CH:3]=1. Procedure details: A solution of 21 g (0.071 mol) of 2-(4-chlorophenyl)-2-[1-(3-chloro-1,2,4-triazol-1-yl)-cyclopropyl]-oxirane in 30 ml of absolute dimethylformamide is added dropwise at 80° C. to a stirred mixture of 15.6 g (0.276 mol) of 1,2,4-triazole and 1.7 g (0.015 mol) of potassium tert.-butylate in 40 ml of absolute dimethylformamide. The reaction mixture is stirred for 6 more hours at 100° C. and then concentrated by stripping off the solvent under reduced pressure. The residue which remains is taken up ... The reactants are C1(=CC=CC2=CC=CC=C12)OCCNC1=CC=C(C(=O)O)C=C1 (4-[2-(1-naphthyloxy)ethylamino]benzoic acid), C(C)(=O)Cl (acetyl chloride), Cl (hydrochloric acid). The solvent is N1=CC=CC=C1 (pyridine). The product is C(C)(=O)N(C1=CC=C(C(=O)O)C=C1)CCOC1=CC=CC2=CC=CC=C12 (4-[N-Acetyl-2-(1-naphthyloxy)ethylamino]benzoic acid). RXN SMILES: [C:1]1([O:11][CH2:12][CH2:13][NH:14][C:15]2[CH:23]=[CH:22][C:18]([C:19]([OH:21])=[O:20])=[CH:17][CH:16]=2)[C:10]2[C:5](=[CH:6][CH:7]=[CH:8][CH:9]=2)[CH:4]=[CH:3][CH:2]=1.[C:24](Cl)(=[O:26])[CH3:25].Cl>N1C=CC=CC=1>[C:24]([N:14]([CH2:13][CH2:12][O:11][C:1]1[C:10]2[C:5](=[CH:6][CH:7]=[CH:8][CH:9]=2)[CH:4]=[CH:3][CH:2]=1)[C:15]1[CH:16]=[CH:17][C:18]([C:19]([OH:21])=[O:20])=[CH:22][CH:23]=1)(=[O:26])[CH3:25]. Procedure details: A solution of 6.14 g. of 4-[2-(1-naphthyloxy)ethylamino]benzoic acid and 20 ml. of acetyl chloride in 50 ml. pyridine is warmed on a steam-bath for 8 hours. The dark solution is then poured into 370 ml. of 2 N hydrochloric acid. The resulting solution is then extracted several times with methylene chloride. The residue from evaporation of this extract is crystallized from acetonitrile giving a white solid, m.p. 182°-183° C. Reaction SMILES: [CH:1]1([C:4]2[CH:5]=[CH:6][C:7]([C:15]([OH:17])=O)=[N:8][C:9]=2[O:10][CH2:11][CH:12]2[CH2:14][CH2:13]2)[CH2:3][CH2:2]1.[F:18][C:19]([F:29])([F:28])[CH:20]([C:22]1[CH:27]=[CH:26][CH:25]=[CH:24][N:23]=1)[NH2:21].CO>CCCCCCC>[F:29][C:19]([F:18])([F:28])[CH:20]([NH:21][C:15]([C:7]1[CH:6]=[CH:5][C:4]([CH:1]2[CH2:2][CH2:3]2)=[C:9]([O:10][CH2:11][CH:12]2[CH2:13][CH2:14]2)[N:8]=1)=[O:17])[C:22]1[CH:27]=[CH:26][CH:25]=[CH:24][N:23]=1. The solvent is CCCCCCC (heptane). Starting materials: C1(CC1)C=1C=CC(=NC1OCC1CC1)C(=O)O (5-cyclopropyl-6-cyclopropylmethyloxy-pyridine-2-carboxylic acid), FC(C(N)C1=NC=CC=C1)(F)F (α-(trifluoromethyl)-2-pyridinemethanamine), CO (MeOH). The product is FC(C(C1=NC=CC=C1)NC(=O)C1=NC(=C(C=C1)C1CC1)OCC1CC1)(F)F (5-Cyclopropyl-6-cyclopropylmethoxy-pyridine-2-carboxylic acid ((−)-2,2,2-trifluoro-1-pyridin-2-yl-ethyl)-amide). Reported procedure: The title compound was synthesized in analogy to Example 1, using 5-cyclopropyl-6-cyclopropylmethyloxy-pyridine-2-carboxylic acid (Example 42a) and α-(trifluoromethyl)-2-pyridinemethanamine (CAN 503173-14-6) as starting materials. The product was isolated by chiral chromatography on Reprosil Chiral NR using heptane/20% ethanol as eluent. The (S)-(−)-enantiomer was isolated. LC-MS (UV peak area/ESI) 100%, 392.1950 (M+H)+; αD20 (MeOH)=−91.1°.